The task is: describe an organic reaction: reactants, conditions, products, and yield. This data is from the Open Reaction Database (ORD), a public repository of structured organic reaction records. Product: CC(=O)Nc1ccc2c(c1)N1CCN(C(=O)C3CC3)C(C2)C1. RXN SMILES: [CH3:20][C:21](=[O:22])[O:23][C:24](=[O:25])[CH3:26].[CH:1]1([C:4](=[O:5])[N:6]2[CH2:7][CH2:8][N:9]3[c:10]4[c:11]([cH:15][cH:16][c:17]([NH2:19])[cH:18]4)[CH2:12][CH:13]2[CH2:14]3)[CH2:2][CH2:3]1.[cH:27]1[cH:28][cH:29][n:30][cH:31][cH:32]1>>[CH:1]1([C:4](=[O:5])[N:6]2[CH2:7][CH2:8][N:9]3[c:10]4[c:11]([cH:15][cH:16][c:17]([NH:19][C:21]([CH3:20])=[O:22])[cH:18]4)[CH2:12][CH:13]2[CH2:14]3)[CH2:2][CH2:3]1. Starting materials: CC(=O)OC(C)=O, Nc1ccc2c(c1)N1CCN(C(=O)C3CC3)C(C2)C1, c1ccncc1. The reactants are [I-], [Li+], COC(=O)c1cnc2c3cc(NC(=O)C(C)C)ccc3ncn2c1=O, c1ccncc1. Product: CC(C)C(=O)Nc1ccc2ncn3c(=O)c(C(=O)O)cnc3c2c1. RXN SMILES: [I-:26].[Li+:27].[O:1]=[c:2]1[c:3]([C:22](=[O:23])[O:24][CH3:25])[cH:4][n:5][c:6]2[n:7]1[cH:8][n:9][c:10]1[cH:11][cH:12][c:13]([NH:16][C:17]([CH:18]([CH3:19])[CH3:20])=[O:21])[cH:14][c:15]21.[cH:28]1[cH:29][cH:30][n:31][cH:32][cH:33]1>>[O:1]=[c:2]1[c:3]([C:22](=[O:23])[OH:24])[cH:4][n:5][c:6]2[n:7]1[cH:8][n:9][c:10]1[cH:11][cH:12][c:13]([NH:16][C:17]([CH:18]([CH3:19])[CH3:20])=[O:21])[cH:14][c:15]21. Reactants: ClC1=CC(=NC=2N1N=C(C2)C)NC(C2=CC=C(C=C2)C(C)(C)O)=O (N-(7-chloro-2-methylpyrazolo[1,5-a]pyrimidin-5-yl)-4-(2-hydroxypropan-2-yl)benzamide), N1CCC(CC1)C(=O)O (piperidine-4-carboxylic acid). The reagents and catalysts are CS(=O)C (DMSO). Run in O1CCOCC1 (Dioxane), CO (methanol). Product: OC(C)(C)C1=CC=C(C(=O)NC2=NC=3N(C(=C2)N2CCC(CC2)C(=O)O)N=CC3)C=C1 (1-(5-(4-(2-hydroxypropan-2-yl)benzamido)pyrazolo[1,5-a]pyrimidin-7-yl)piperidine-4-carboxylic acid). Yield: 9.2%. RXN SMILES: Cl[C:2]1[N:7]2[N:8]=[C:9](C)[CH:10]=[C:6]2[N:5]=[C:4]([NH:12][C:13](=[O:24])[C:14]2[CH:19]=[CH:18][C:17]([C:20]([OH:23])([CH3:22])[CH3:21])=[CH:16][CH:15]=2)[CH:3]=1.[NH:25]1[CH2:30][CH2:29][CH:28]([C:31]([OH:33])=[O:32])[CH2:27][CH2:26]1>O1CCOCC1.CS(C)=O.CO>[OH:23][C:20]([C:17]1[CH:18]=[CH:19][C:14]([C:13]([NH:12][C:4]2[CH:3]=[C:2]([N:25]3[CH2:30][CH2:29][CH:28]([C:31]([OH:33])=[O:32])[CH2:27][CH2:26]3)[N:7]3[N:8]=[CH:9][CH:10]=[C:6]3[N:5]=2)=[O:24])=[CH:15][CH:16]=1)([CH3:22])[CH3:21]. Procedure details: A solution of N-(7-chloropyrazolo[1,5-a]pyrimidin-5-yl)-4-(2-hydroxypropan-2-yl)benzamide (2D, 500 mg, 1.51 mmol) and piperidine-4-carboxylic acid (390 mg, 3.02 mmol) in Dioxane (15 mL) was stirred at 85° C. overnight. After cooling to room temperature, the mixture was diluted with a few drops of DMSO and methanol, and was then purified by preparatory HPLC, 30-40% (MeCN/H2O gradient+0.01% TFA). Lyophilization of the combined fractions gave the titled compound as a white solid (59 mg, 50%). 1H NM...